describe an organic reaction: reactants, conditions, products, and yield From a dataset of the Open Reaction Database (ORD), a public repository of structured organic reaction records. The reactants are CC(=O)CC(C)=O, COCCN, C1CCOC1, O. Product: COCCNC(C)=CC(C)=O. Reaction SMILES: [CH3:11][C:12]([CH2:13][C:14]([CH3:15])=[O:16])=[O:17].[CH3:1][O:2][CH2:3][CH2:4][NH2:5].[O:6]1[CH2:7][CH2:8][CH2:9][CH2:10]1.[OH2:18]>>[CH3:1][O:2][CH2:3][CH2:4][NH:5][C:12]([CH3:11])=[CH:13][C:14]([CH3:15])=[O:16].